From a dataset of the Open Reaction Database (ORD), a public repository of structured organic reaction records. describe an organic reaction: reactants, conditions, products, and yield The solvent is C(Cl)Cl (CH2Cl2). Starting materials: C(C)(C)(C)OC(NC1=C(C=C(C(=C1)OC)C(F)(F)F)NC(CC(C1=CC(=CC=C1)N1N=NC=C1)=O)=O)=O ({5-methoxy-2-[3-oxo-3-(3-[1,2,3]triazol-1-yl-phenyl)-propionylamino]-4-trifluoromethyl-phenyl}-carbamic acid tert.-butyl ester), C(=O)(C(F)(F)F)O (TFA). The product is COC1=CC2=C(NC(CC(=N2)C2=CC(=CC=C2)N2N=NC=C2)=O)C=C1C(F)(F)F (7-Methoxy-4-(3-[1,2,3]triazol-1-yl-phenyl)-8-trifluoromethyl-1,3-dihydro-benzo[b][1,4]diazepin-2-one), solid. Reported procedure: The title compound was prepared from {5-methoxy-2-[3-oxo-3-(3-[1,2,3]triazol-1-yl-phenyl)-propionylamino]-4-trifluoromethyl-phenyl}-carbamic acid tert.-butyl ester (Example M38) (394 mg, 0.758 mmol) by treatment with TFA in CH2Cl2 according to the general procedure N. Obtained as a light brown solid (169 mg). RXN SMILES: C(OC(=O)[NH:7][C:8]1[CH:13]=[C:12]([O:14][CH3:15])[C:11]([C:16]([F:19])([F:18])[F:17])=[CH:10][C:9]=1[NH:20][C:21](=[O:36])[CH2:22][C:23](=O)[C:24]1[CH:29]=[CH:28][CH:27]=[C:26]([N:30]2[CH:34]=[CH:33][N:32]=[N:31]2)[CH:25]=1)(C)(C)C.C(O)(C(F)(F)F)=O>C(Cl)Cl>[CH3:15][O:14][C:12]1[C:11]([C:16]([F:19])([F:18])[F:17])=[CH:10][C:9]2[NH:20][C:21](=[O:36])[CH2:22][C:23]([C:24]3[CH:29]=[CH:28][CH:27]=[C:26]([N:30]4[CH:34]=[CH:33][N:32]=[N:31]4)[CH:25]=3)=[N:7][C:8]=2[CH:13]=1. Reactants: C(CC)O (n-propanol), C=CC1=CC=C(C=C1)S(=O)(=O)[O-].[K+] (potassium p-styrenesulfonate), [Cl-].[NH4+] (ammonium chloride). Run in O (water). Run at temperature 20 celsius, time 3 hour. The product is C=CC1=CC=C(C=C1)S(=O)(=O)[O-].[NH4+] (ammonium p-styrenesulfonate). As a reaction SMILES: C(O)CC.[CH2:5]=[CH:6][C:7]1[CH:12]=[CH:11][C:10]([S:13]([O-:16])(=[O:15])=[O:14])=[CH:9][CH:8]=1.[K+].[Cl-].[NH4+:19]>O>[CH2:5]=[CH:6][C:7]1[CH:8]=[CH:9][C:10]([S:13]([O-:16])(=[O:15])=[O:14])=[CH:11][CH:12]=1.[NH4+:19] |f:1.2,3.4,6.7|. Procedure: In 100 parts of n-propanol containing 30 wt. % of water, 10 parts of potassium p-styrenesulfonate and 7.5 parts of ammonium chloride were charged. The mixture was stirred at 20° C. for 3 hours. The reaction mixture was filtered and the filtrate was condensed and dried to obtain 8.9 parts of ammonium p-styrenesulfonate. Analysis showed that only 0.08 wt. % of K and 0.91 wt. % of Cl were included in the product. Reactants: BrCC1=CC=CC2=CC=CC=C12 (1-(bromomethyl)naphthalene), ClC=1N=CNC1Cl (4,5-dichloroimidazole), C1CCOC1 (THF), BrCC1=CC(=CC(=C1)CBr)CBr (1,3,5-tris(bromomethyl)benzene), [OH-].[K+] (Potassium hydroxide). Product: [Br-].C1(=CC(=CC(=C1)C[N+]1=CN(C(=C1Cl)Cl)CC1=CC=CC2=CC=CC=C12)C[N+]1=CN(C(=C1Cl)Cl)CC1=CC=CC2=CC=CC=C12)C[N+]1=CN(C(=C1Cl)Cl)CC1=CC=CC2=CC=CC=C12.[Br-].[Br-] (3,3′,3″-(benzene-1,3,5-triyltris(methylene))tris(4,5-dichloro-1-(naphthalen-1-ylmethyl)-1H-imidazol-3-ium) bromide). Reaction SMILES: [Cl:1][C:2]1[N:3]=[CH:4][NH:5][C:6]=1[Cl:7].[OH-].[K+].[Br:10][CH2:11][C:12]1[CH:17]=[C:16]([CH2:18]Br)[CH:15]=[C:14]([CH2:20]Br)[CH:13]=1.[Br:22][CH2:23][C:24]1[C:33]2[C:28](=[CH:29][CH:30]=[CH:31][CH:32]=2)[CH:27]=[CH:26][CH:25]=1.[CH2:34]1[CH2:38]O[CH2:36][CH2:35]1>>[Br-:10].[C:16]1([CH2:18][N+:3]2[C:2]([Cl:1])=[C:6]([Cl:7])[N:5]([CH2:38][C:34]3[C:33]4[C:24](=[CH:25][CH:26]=[CH:27][CH:28]=4)[CH:23]=[CH:36][CH:35]=3)[CH:4]=2)[CH:17]=[C:12]([CH2:11][N+:3]2[C:2]([Cl:1])=[C:6]([Cl:7])[N:5]([CH2:23][C:24]3[C:33]4[C:28](=[CH:29][CH:30]=[CH:31][CH:32]=4)[CH:27]=[CH:26][CH:25]=3)[CH:4]=2)[CH:13]=[C:14]([CH2:20][N+:3]2[C:2]([Cl:1])=[C:6]([Cl:7])[N:5]([CH2:36][C:35]3[C:31]4[C:34](=[CH:35][CH:36]=[CH:29][CH:30]=4)[CH:38]=[CH:38][CH:34]=3)[CH:4]=2)[CH:15]=1.[Br-:22].[Br-:10] |f:1.2,6.7.8.9|. Procedure details: 4,5-dichloroimidazole (3.00 g, 21.90 mmol) was dissolved in THF and brought to reflux. Potassium hydroxide (2.46 g, 43.80 mmol) was added to the solution and allowed to reflux for 30 min. 1,3,5-tris(bromomethyl)benzene (2.61, 7.30 mmol) was added to the solution and refluxed overnight. Solution was filtered while hot to remove the KBr precipitate and the filtrate returned to reflux. 1-(bromomethyl)naphthalene (4.84 g, 21.90 mmol) was added to the solution and refluxed for 3 h. The volatiles were...